This data is from the Open Reaction Database (ORD), a public repository of structured organic reaction records. The task is: describe an organic reaction: reactants, conditions, products, and yield The reactants are C(C)(=O)NC1=C(OCC2CO2)C=CC=C1[N+](=O)[O-] (1-(2-acetamido-3-nitrophenoxy)-2,3-epoxypropane). Run in C(C)O (ethanol), Cl.C1C(CCC2=CC=CC=C12)NCC(COC1=C(C(=CC=C1)[N+](=O)[O-])NC(C)=O)O (N-(1,2,3,4-tetrahydronaphth-2-yl)-2-hydroxy-3-(2-acetamido-3-nitrophenoxy)propanamine hydrochloride). Yields the product NC1CC2=CC=CC=C2CC1 (2-aminotetralin). Yield: 202.9%. As a reaction SMILES: C(N[C:5]1[C:15]([N+:16]([O-])=O)=[CH:14][CH:13]=[CH:12][C:6]=1OCC1OC1)(=O)C>C(O)C.Cl.C1C2C(=CC=CC=2)CCC1NCC(O)COC1C=CC=C([N+]([O-])=O)C=1NC(=O)C>[NH2:16][CH:15]1[CH2:14][CH2:13][C:12]2[C:6](=[CH:15][CH:5]=[CH:6][CH:12]=2)[CH2:5]1 |f:2.3|. Procedure details: Following the procedure of Example 27, but starting from 1-(2-acetamido-3-nitrophenoxy)-2,3-epoxypropane (5 g) and 2-aminotetralin (2.96 g) in absolute ethanol (80 ml), N-(1,2,3,4-tetrahydronaphth-2-yl)-2-hydroxy-3-(2-acetamido-3-nitrophenoxy)propanamine hydrochloride is obtained ((iA): R=H, E=acetamido, G=nitro, and the chain is attached to position 2 of the tetralin moiety) (Ex. 89). A mixture of N-(1,2,3,4-tetrahydronaphth-2-yl)-2-hydroxy-3-(2-acetamido-3-nitrophenoxy)propanamine hydrochlorid... The reactants are [BH4-], COC(=O)Oc1cc([N+](=O)[O-])c(Cl)cc1C1CCCC1, CO, [Na+], Cl[Ni]Cl. Product: COC(=O)Oc1cc(N)c(Cl)cc1C1CCCC1. As a reaction SMILES: [BH4-:21].[C:1]([O:2][c:3]1[c:4]([CH:13]2[CH2:14][CH2:15][CH2:16][CH2:17]2)[cH:5][c:6]([Cl:12])[c:7]([N+:9]([O-:10])=[O:11])[cH:8]1)([O:18][CH3:19])=[O:20].[CH3:23][OH:24].[Na+:22].[Ni:25]([Cl:26])[Cl:27]>>[C:1]([O:2][c:3]1[c:4]([CH:13]2[CH2:14][CH2:15][CH2:16][CH2:17]2)[cH:5][c:6]([Cl:12])[c:7]([NH2:9])[cH:8]1)([O:18][CH3:19])=[O:20]. The reactants are ClC1=C(C=C(C#N)C=C1)C (4-chloro-3-methylbenzonitrile), BrN1C(CCC1=O)=O (N-bromosuccinimide). The reagents and catalysts are N(=NC(C#N)(C)C)C(C#N)(C)C (azobisisobutyronitrile). Solvent: C(C)(C)(C)CC(=O)O (t-butylacetic acid). Run at temperature 90 celsius, time 12 hour. Yields the product BrCC=1C=C(C#N)C=CC1Cl (3-(bromomethyl)-4-chlorobenzonitrile). Yield: 98.7%. As a reaction SMILES: [Cl:1][C:2]1[CH:9]=[CH:8][C:5]([C:6]#[N:7])=[CH:4][C:3]=1[CH3:10].[Br:11]N1C(=O)CCC1=O>C(CC(O)=O)(C)(C)C.N(C(C)(C)C#N)=NC(C)(C)C#N>[Br:11][CH2:10][C:3]1[CH:4]=[C:5]([CH:8]=[CH:9][C:2]=1[Cl:1])[C:6]#[N:7]. Procedure details: (Step 1) To a solution of 4-chloro-3-methylbenzonitrile (1 g) in t-butylacetic acid (10 ml) were added N-bromosuccinimide (1.5 g) and azobisisobutyronitrile (0.05 g), and the mixture was stirred at 90° C. for 12 hr. The reaction mixture was quenched with saturated aqueous sodium hydrogen carbonate solution and extracted with ethyl acetate. The extract was washed with saturated brine and dried over anhydrous magnesium sulfate. The solvent was evaporated under reduced pressure, and the obtained re... The reactants are CCCC[N+](CCCC)(CCCC)CCCC, C1CCOC1, [F-], Cc1ccc(S(=O)(=O)OCCCCC#Cc2cncc(OCC3CCN3C(=O)OC(C)(C)C)c2)cc1. Product: CC(C)(C)OC(=O)N1CCC1COc1cncc(C#CCCCCF)c1. RXN SMILES: [CH2:38]([N+:39]([CH2:40][CH2:41][CH2:42][CH3:43])([CH2:44][CH2:45][CH2:46][CH3:47])[CH2:48][CH2:49][CH2:50][CH3:51])[CH2:52][CH2:53][CH3:54].[CH2:55]1[O:56][CH2:57][CH2:58][CH2:59]1.[F-:37].[S:1]([O:2][CH2:12][CH2:13][CH2:14][CH2:15][C:16]#[C:17][c:18]1[cH:19][c:20]([O:24][CH2:25][CH:26]2[N:27]([C:30](=[O:31])[O:32][C:33]([CH3:34])([CH3:35])[CH3:36])[CH2:28][CH2:29]2)[cH:21][n:22][cH:23]1)([c:3]1[cH:4][cH:5][c:6]([CH3:7])[cH:8][cH:9]1)(=[O:10])=[O:11]>>[CH2:12]([CH2:13][CH2:14][CH2:15][C:16]#[C:17][c:18]1[cH:19][c:20]([O:24][CH2:25][CH:26]2[N:27]([C:30](=[O:31])[O:32][C:33]([CH3:34])([CH3:35])[CH3:36])[CH2:28][CH2:29]2)[cH:21][n:22][cH:23]1)[F:37]. The reactants are COc1ccc(C(=O)Cl)cc1, CN1CCC(c2n[nH]c3ccccc23)CC1. Yields the product COc1ccc(C(=O)n2nc(C3CCN(C)CC3)c3ccccc32)cc1, Cl. As a reaction SMILES: [C:17]([c:18]1[cH:19][cH:20][c:21]([O:24][CH3:25])[cH:22][cH:23]1)(=[O:26])[Cl:27].[CH3:1][N:2]1[CH2:3][CH2:4][CH:5]([c:8]2[n:9][nH:10][c:11]3[cH:12][cH:13][cH:14][cH:15][c:16]23)[CH2:6][CH2:7]1>>[CH3:1][N:2]1[CH2:3][CH2:4][CH:5]([c:8]2[n:9][n:10]([C:17]([c:18]3[cH:19][cH:20][c:21]([O:24][CH3:25])[cH:22][cH:23]3)=[O:26])[c:11]3[cH:12][cH:13][cH:14][cH:15][c:16]23)[CH2:6][CH2:7]1.[ClH:27]. Yields the product CCOC(=O)C=CC#Cc1ccc(C(C)=O)cc1. As a reaction SMILES: [C:1](#[CH:2])[c:3]1[cH:4][cH:5][c:6]([C:9]([CH3:10])=[O:11])[cH:7][cH:8]1.[CH2:12]([CH3:13])[O:14][C:15]([CH:16]=[CH:17][I:18])=[O:19]>>[C:1](#[C:2][CH:17]=[CH:16][C:15]([O:14][CH2:12][CH3:13])=[O:19])[c:3]1[cH:4][cH:5][c:6]([C:9]([CH3:10])=[O:11])[cH:7][cH:8]1. Starting materials: C#Cc1ccc(C(C)=O)cc1, CCOC(=O)C=CI.